Dataset: the Open Reaction Database (ORD), a public repository of structured organic reaction records. Task: describe an organic reaction: reactants, conditions, products, and yield Reactants: C(=O)(C(F)(F)F)O (TFA), [OH-].[Li+] (Lithium hydroxide), COC1=C(CN(S(=O)(=O)C=2C=C3C=CC=C(C3=CC2)C(=O)OC)C2=NC=NS2)C=CC(=C1)OC (Methyl 6-(N-(2,4-dimethoxybenzyl)-N-(1,2,4-thiadiazol-5-yl)sulfamoyl)-1-naphthoate), CO (methanol). Run in O (water), C(Cl)Cl (DCM), C1CCOC1 (THF). Conditions: time 30 minute. Product: S1N=CN=C1NS(=O)(=O)C=1C=C2C=CC=C(C2=CC1)C(=O)O (6-(N-(1,2,4-thiadiazol-5-yl)sulfamoyl)-1-naphthoic acid). RXN SMILES: COC1C=C(OC)C=CC=1C[N:6]([C:24]1[S:28][N:27]=[CH:26][N:25]=1)[S:7]([C:10]1[CH:11]=[C:12]2[C:17](=[CH:18][CH:19]=1)[C:16]([C:20]([O:22]C)=[O:21])=[CH:15][CH:14]=[CH:13]2)(=[O:9])=[O:8].C(O)(C(F)(F)F)=O.CO.[OH-].[Li+]>C(Cl)Cl.C1COCC1.O>[S:28]1[C:24]([NH:6][S:7]([C:10]2[CH:11]=[C:12]3[C:17](=[CH:18][CH:19]=2)[C:16]([C:20]([OH:22])=[O:21])=[CH:15][CH:14]=[CH:13]3)(=[O:8])=[O:9])=[N:25][CH:26]=[N:27]1 |f:3.4|. Procedure details: Methyl 6-(N-(2,4-dimethoxybenzyl)-N-(1,2,4-thiadiazol-5-yl)sulfamoyl)-1-naphthoate (7.10 g, 14.21 mmol) was dissolved in 100 mL of DCM and TFA (10.95 ml, 142 mmol) was added. The reaction was stirred for 30 minutes at room temperature. The material was concentrated, dissolved in methanol, and re-concentrated to afford a light yellow solid. The solid was dissolved in THF (47.4 ml), methanol (47.4 ml), and water (47.4 ml). Lithium hydroxide (1.021 g, 42.6 mmol) was added and the reaction was stirr...